This data is from the Open Reaction Database (ORD), a public repository of structured organic reaction records. The task is: describe an organic reaction: reactants, conditions, products, and yield Reactants: ClC1=C(C=NC=C1)C(O)C1=CC=C(C=C1)CC ((4-chloropyridin-3-yl)-(4-ethylphenyl)methanol), CC(=O)OI1(C2=CC=CC=C2C(=O)O1)(OC(=O)C)OC(=O)C (Dess-Martin periodine). Solvent: C(Cl)(Cl)Cl (chloroform). Run at time 5 hour. The product is ClC1=C(C=NC=C1)C(C1=CC=C(C=C1)CC)=O (4-chloro-3-(4-ethylbenzoyl)pyridine). The yield is 107.3%. As a reaction SMILES: [Cl:1][C:2]1[CH:7]=[CH:6][N:5]=[CH:4][C:3]=1[CH:8]([C:10]1[CH:15]=[CH:14][C:13]([CH2:16][CH3:17])=[CH:12][CH:11]=1)[OH:9].CC(OI1(OC(C)=O)(OC(C)=O)OC(=O)C2C1=CC=CC=2)=O>C(Cl)(Cl)Cl>[Cl:1][C:2]1[CH:7]=[CH:6][N:5]=[CH:4][C:3]=1[C:8](=[O:9])[C:10]1[CH:15]=[CH:14][C:13]([CH2:16][CH3:17])=[CH:12][CH:11]=1. Procedure details: Next, to a solution of (4-chloropyridin-3-yl)-(4-ethylphenyl)methanol (3.2 g, 0.0129 mol) in chloroform (45 mL), Dess-Martin periodine (6.5 g, 0.0154 mol) was added under ice cooling and the reaction mixture was stirred at room temperature for 5 hours. After filtration to remove the precipitated insoluble materials, the filtrate was washed with 1M NaOH (40 mL) and saturated aqueous sodium chloride, and then dried over anhydrous magnesium sulfate. The solvent was distilled off under reduced press...